Dataset: the Open Reaction Database (ORD), a public repository of structured organic reaction records. Task: describe an organic reaction: reactants, conditions, products, and yield Reactants: C=1C=CC2=C(C1)C=CN2C. The reagents and catalysts are O1BOC(C)(C)C1(C)C, [CH2-][Co+]12N3=C(C(=N1C1CCCCC1)C)C=CC=C3C(=N2C1CCCCC1)C. Conditions: temperature 80 celsius, time 24 hour. The product is O1B(OC(C)(C)C1(C)C)C2=CC=3C=CC=CC3N2C. Isolated yield 59.0%. Reactants: C(C1=CC=CC=C1)O[C@@H]1[C@]2(CO[C@]([C@@H]([C@H]1OCC1=CC=CC=C1)OCC1=CC=CC=C1)(O2)C2=CC(=C(C=C2)Cl)CC2=CC=C(C=C2)OCC)C(CC)O (1-[(1S,2S,3S,4R,5S)-2,3,4-tribenzyloxy-5-[4-chloro-3[(4-ethoxyphenyl)methyl]phenyl]-6,8-dioxabicyclo[3.2.1]octane-1-yl]propan-1-ol), ClC1=C(C=CC=C1)Cl (o-dichlorobenzene). The reagents and catalysts are [Pd] (Pd/C). Solvent: CO.O1CCCC1 (methanol tetrahydrofuran). Run at time 4 hour. Yields the product ClC1=C(C=C(C=C1)[C@]12[C@@H]([C@H]([C@@H]([C@@](CO1)(O2)C(CC)O)O)O)O)CC2=CC=C(C=C2)OCC ((1S,2S,3S,4R,5S)-5-[4-chloro-3 [(4-ethoxyphenyl)methyl]phenyl]-1-(1-hydroxypropyl)-6,8-dioxabicyclo[3.2.1]octane-2,3,4-triol). Yield: 274.2%. RXN SMILES: C([O:8][C@H:9]1[C@H:15]([O:16]CC2C=CC=CC=2)[C@@H:14]([O:24]CC2C=CC=CC=2)[C@:13]2([C:33]3[CH:38]=[CH:37][C:36]([Cl:39])=[C:35]([CH2:40][C:41]4[CH:46]=[CH:45][C:44]([O:47][CH2:48][CH3:49])=[CH:43][CH:42]=4)[CH:34]=3)[O:32][C@:10]1([CH:50]([OH:53])[CH2:51][CH3:52])[CH2:11][O:12]2)C1C=CC=CC=1.ClC1C=CC=CC=1Cl>[Pd].CO.O1CCCC1>[Cl:39][C:36]1[CH:37]=[CH:38][C:33]([C@@:13]23[O:32][C@:10]([CH:50]([OH:53])[CH2:51][CH3:52])([CH2:11][O:12]2)[C@@H:9]([OH:8])[C@H:15]([OH:16])[C@H:14]3[OH:24])=[CH:34][C:35]=1[CH2:40][C:41]1[CH:42]=[CH:43][C:44]([O:47][CH2:48][CH3:49])=[CH:45][CH:46]=1 |f:3.4|. Procedure details: To a solution of 1-[(1S,2S,3S,4R,5S)-2,3,4-tribenzyloxy-5-[4-chloro-3[(4-ethoxyphenyl)methyl]phenyl]-6,8-dioxabicyclo[3.2.1]octane-1-yl]propan-1-ol 3a (42 mg, 0.06 mmol) in a methanol/tetrahydrofuran mixture (v/v=4/1, 5 mL) were added o-dichlorobenzene (41.16 mg, 0.28 mmol) and 10% Pd/C (5.72 mg, 0.006 mmol) in turn. The mixture was stirred at room temperature under H2 for 4 hours and filtered. The filtered cake was washed with a methanol/tetrahydrofuran mixture (v/v=4/1, 10 mL×2). The combined ...